This data is from the Open Reaction Database (ORD), a public repository of structured organic reaction records. The task is: describe an organic reaction: reactants, conditions, products, and yield Starting materials: O=C(O)c1ccc2c(c1)nc(-c1ccc3nc(-c4cc(Br)ccc4O)ccc3c1)n2C1CCCCC1, CC(=O)c1cccc(Br)c1, CCO, [K+], [OH-]. Product: O=C(O)c1ccc2c(c1)nc(-c1ccc3nc(-c4cccc(Br)c4)ccc3c1)n2C1CCCCC1. RXN SMILES: [Br:1][c:2]1[cH:3][cH:4][c:5]([OH:36])[c:6](-[c:8]2[n:9][c:10]3[cH:11][cH:12][c:13](-[c:18]4[n:19][c:20]5[c:21]([n:22]4[CH:23]4[CH2:24][CH2:25][CH2:26][CH2:27][CH2:28]4)[cH:29][cH:30][c:31]([C:33](=[O:34])[OH:35])[cH:32]5)[cH:14][c:15]3[cH:16][cH:17]2)[cH:7]1.[Br:37][c:38]1[cH:39][c:40]([C:41](=[O:42])[CH3:43])[cH:44][cH:45][cH:46]1.[CH3:49][CH2:50][OH:51].[K+:48].[OH-:47]>>[Br:1][c:2]1[cH:3][cH:4][cH:5][c:6](-[c:8]2[n:9][c:10]3[cH:11][cH:12][c:13](-[c:18]4[n:19][c:20]5[c:21]([n:22]4[CH:23]4[CH2:24][CH2:25][CH2:26][CH2:27][CH2:28]4)[cH:29][cH:30][c:31]([C:33](=[O:34])[OH:35])[cH:32]5)[cH:14][c:15]3[cH:16][cH:17]2)[cH:7]1. Reactants: C1CCOC1, ClCCl, COC(=O)N1CC2Cc3c(cnn3C(=O)OC)C(C1)N2S(=O)(=O)c1ccc(Cl)cc1, [Na+], [OH-], O. Yields the product COC(=O)N1CC2Cc3[nH]ncc3C(C1)N2S(=O)(=O)c1ccc(Cl)cc1. As a reaction SMILES: [CH2:33]1[O:34][CH2:35][CH2:36][CH2:37]1.[CH2:38]([Cl:39])[Cl:40].[CH3:3][O:4][C:5](=[O:6])[n:7]1[n:8][cH:9][c:10]2[c:17]1[CH2:16][CH:15]1[CH2:14][N:13]([C:29](=[O:30])[O:31][CH3:32])[CH2:12][CH:11]2[N:18]1[S:19](=[O:20])(=[O:21])[c:22]1[cH:23][cH:24][c:25]([Cl:28])[cH:26][cH:27]1.[Na+:2].[OH-:1].[OH2:41]>>[nH:7]1[n:8][cH:9][c:10]2[c:17]1[CH2:16][CH:15]1[CH2:14][N:13]([C:29](=[O:30])[O:31][CH3:32])[CH2:12][CH:11]2[N:18]1[S:19](=[O:20])(=[O:21])[c:22]1[cH:23][cH:24][c:25]([Cl:28])[cH:26][cH:27]1. The reactants are C(C)OC(CC1=CC(=C(C=C1)C=1C=CC(=C2CCNCC12)F)OCC)=O ([3-ethoxy-4-(5-fluoro-1,2,3,4-tetrahydro-isoquinolin-8-yl)-phenyl]-acetic acid ethyl ester), C(C)N(C(C)C)C(C)C (N-ethyldiisopropylamine), FC1=CC=C(COC(ON2C(CCC2=O)=O)=O)C=C1 (carbonic acid 2,5-dioxo-pyrrolidin-1-yl ester 4-fluoro-benzyl ester). Solvent: C(=O)(O)[O-].[Na+] (NaHCO3), C(Cl)Cl (DCM). Conditions: time 18 hour. Yields the product FC1=CC=C(COC(=O)N2CC3=C(C=CC(=C3CC2)F)C2=C(C=C(C=C2)CC(=O)OCC)OCC)C=C1 (8-(2-Ethoxy-4-ethoxycarbonylmethyl-phenyl)-5-fluoro-3,4-dihydro-1H-isoquinoline-2-carboxylic acid 4-fluoro-benzyl ester). RXN SMILES: [CH2:1]([O:3][C:4](=[O:26])[CH2:5][C:6]1[CH:11]=[CH:10][C:9]([C:12]2[CH:13]=[CH:14][C:15]([F:22])=[C:16]3[C:21]=2[CH2:20][NH:19][CH2:18][CH2:17]3)=[C:8]([O:23][CH2:24][CH3:25])[CH:7]=1)[CH3:2].C(N(C(C)C)C(C)C)C.[F:36][C:37]1[CH:54]=[CH:53][C:40]([CH2:41][O:42][C:43](=O)[O:44]N2C(=O)CCC2=O)=[CH:39][CH:38]=1>C(Cl)Cl.C([O-])(O)=O.[Na+]>[F:36][C:37]1[CH:38]=[CH:39][C:40]([CH2:41][O:42][C:43]([N:19]2[CH2:18][CH2:17][C:16]3[C:21](=[C:12]([C:9]4[CH:10]=[CH:11][C:6]([CH2:5][C:4]([O:3][CH2:1][CH3:2])=[O:26])=[CH:7][C:8]=4[O:23][CH2:24][CH3:25])[CH:13]=[CH:14][C:15]=3[F:22])[CH2:20]2)=[O:44])=[CH:53][CH:54]=1 |f:4.5|. Procedure details: To a solution of [3-ethoxy-4-(5-fluoro-1,2,3,4-tetrahydro-isoquinolin-8-yl)-phenyl]-acetic acid ethyl ester (1.49 g, 4.2 mmol, 1.00 eq.) and N-ethyldiisopropylamine (3.56 mL, 20.8 mmol, 5.00 eq.) in DCM (50 mL), carbonic acid 2,5-dioxo-pyrrolidin-1-yl ester 4-fluoro-benzyl ester (1.17 g, 4.4 mmol, 1.05 eq.) was added. The mixture was stirred at r.t. for 18 hours. The solution was diluted with sat. aq. NaHCO3 soln. (100 mL). The layers were separated. The aq. phase was extracted with DCM (2×). Th... Procedure: The product of Example 149 is reacted with hydroxylamine hydrochloride and sodium acetate in ethanol/water by the method of Example 1 to generate the title compound. Reaction SMILES: O=[C:2]1[CH2:7][CH2:6][CH2:5][CH2:4][CH:3]1[CH2:8][C:9]#[N:10].Cl.[NH2:12][OH:13].C([O-])(=O)C.[Na+]>C(O)C.O>[OH:13][N:12]=[C:2]1[CH2:7][CH2:6][CH2:5][CH2:4][CH:3]1[CH2:8][C:9]#[N:10] |f:1.2,3.4,5.6|. The product is ON=C1C(CCCC1)CC#N (2-(hydroxyimino)cyclohexaneacetonitrile). The reactants are O=C1C(CCCC1)CC#N (2-oxocyclohexaneacetonitrile), Cl.NO (hydroxylamine hydrochloride), C(C)(=O)[O-].[Na+] (sodium acetate). Run in C(C)O.O (ethanol water).